Dataset: the Open Reaction Database (ORD), a public repository of structured organic reaction records. Task: describe an organic reaction: reactants, conditions, products, and yield Reactants: OC1=C(C=CC(=C1CCC)O)C(C)=O (1-(2,4-dihydroxy-3-propylphenyl) ethanone), BrCCCC(=O)OCC (ethyl 4-bromobutyrate), C([O-])([O-])=O.[K+].[K+] (potassium carbonate). Run in CN(C=O)C (dimethyl formamide). Yields the product C(C)OC(CCCOC1=C(C(=C(C=C1)C(C)=O)O)CCC)=O (4-(4-acetyl-3-hydroxy-2-propylphenoxy) butanoic acid ethyl ester). Yield: 55.4%. Reaction SMILES: [OH:1][C:2]1[C:7]([CH2:8][CH2:9][CH3:10])=[C:6]([OH:11])[CH:5]=[CH:4][C:3]=1[C:12](=[O:14])[CH3:13].Br[CH2:16][CH2:17][CH2:18][C:19]([O:21][CH2:22][CH3:23])=[O:20].C(=O)([O-])[O-].[K+].[K+]>CN(C)C=O>[CH2:22]([O:21][C:19](=[O:20])[CH2:18][CH2:17][CH2:16][O:11][C:6]1[CH:5]=[CH:4][C:3]([C:12](=[O:14])[CH3:13])=[C:2]([OH:1])[C:7]=1[CH2:8][CH2:9][CH3:10])[CH3:23] |f:2.3.4|. Procedure: A mixture of 2.91 g of 1-(2,4-dihydroxy-3-propylphenyl) ethanone, 2.91 g of ethyl 4-bromobutyrate and 3.1 g of anhydrous potassium carbonate in 35 ml of anhydrous dimethyl formamide was stirred and heated at 75° for 12 hours. The solvent was removed in vacuo, the residue was treated with water and the product was extracted with ethyl acetate. The dried (over magnesium sulfate) extract was concentrated in vacuo and the crude product was purified by chromatography on 200 g of silica gel. Elution w... The reactants are CCC([BH-](C(CC)C)C(CC)C)C.[Li+] (L-selectride), FC1=C(C=CC=C1)COC(=O)[C@]1([C@@H]2[C@H]([C@@H]2C(C1)=O)C(=O)OCC1=C(C=CC=C1)F)NC(=O)OC(C)(C)C (bis[(2-fluorophenyl)methyl](1S,2S,5R,6R)-2-(tert-butoxycarbonylamino)-4-oxo-bicyclo[3.1.0]hexane-2,6-dicarboxylate), crude material, FC1=C(C=CC=C1)COC(=O)[C@]1([C@@H]2[C@H]([C@@H]2C(C1)=O)C(=O)OCC1=C(C=CC=C1)F)NC(=O)OC(C)(C)C (bis[(2-fluorophenyl)methyl](1S,2S,5R,6R)-2-(tert-butoxycarbonylamino)-4-oxo-bicyclo[3.1.0]hexane-2,6-dicarboxylate), FC1=C(C=CC=C1)COC(=O)[C@]1([C@@H]2[C@H]([C@@H]2[C@@H](C1)O)C(=O)OCC1=C(C=CC=C1)F)NC(=O)OC(C)(C)C (bis[(2-fluorophenyl)methyl](1S,2S,4R,5R,6R)-2-(tert-butoxycarbonylamino)-4-hydroxy-bicyclo[3.1.0]hexane-2,6-dicarboxylate). Run in O1CCCC1 (tetrahydrofuran), C1CCOC1 (THF). Run at time 45 minute. The product is FC1=C(C=CC=C1)COC(=O)[C@]1([C@@H]2[C@H]([C@@H]2[C@H](C1)O)C(=O)OCC1=C(C=CC=C1)F)NC(=O)OC(C)(C)C (Bis[(2-fluorophenyl)methyl](1S,2S,4S,5R,6R)-2-(tert-butoxycarbonylamino)-4-hydroxy-bicyclo[3.1.0]hexane-2,6-dicarboxylate). As a reaction SMILES: CCC(C)[BH-](C(C)CC)C(C)CC.[Li+].[F:15][C:16]1[CH:21]=[CH:20][CH:19]=[CH:18][C:17]=1[CH2:22][O:23][C:24]([C@:26]1([NH:44][C:45]([O:47][C:48]([CH3:51])([CH3:50])[CH3:49])=[O:46])[CH2:31][C:30](=[O:32])[C@@H:29]2[C@H:27]1[C@H:28]2[C:33]([O:35][CH2:36][C:37]1[CH:42]=[CH:41][CH:40]=[CH:39][C:38]=1[F:43])=[O:34])=[O:25].FC1C=CC=CC=1COC([C@]1(NC(OC(C)(C)C)=O)C[C@@H](O)[C@@H]2[C@H]1[C@H]2C(OCC1C=CC=CC=1F)=O)=O>O1CCCC1>[F:15][C:16]1[CH:21]=[CH:20][CH:19]=[CH:18][C:17]=1[CH2:22][O:23][C:24]([C@:26]1([NH:44][C:45]([O:47][C:48]([CH3:51])([CH3:50])[CH3:49])=[O:46])[CH2:31][C@H:30]([OH:32])[C@@H:29]2[C@H:27]1[C@H:28]2[C:33]([O:35][CH2:36][C:37]1[CH:42]=[CH:41][CH:40]=[CH:39][C:38]=1[F:43])=[O:34])=[O:25] |f:0.1|. Reported procedure: Add 1M L-selectride solution in THF (6.78 mL, 6.78 mmol) dropwise to a stirred solution of bis[(2-fluorophenyl)methyl](1S,2S,5R,6R)-2-(tert-butoxycarbonylamino)-4-oxo-bicyclo[3.1.0]hexane-2,6-dicarboxylate (2.33 g, 4.52 mmol) in tetrahydrofuran (20.3 mL) at −78° C. Stir the resulting orange mixture under nitrogen for 1 hour 45 minutes. Quench with a saturated solution of sodium hydrogen carbonate at −78° C. Dilute with water and ethyl acetate. Separate the layers and wash the organic phase with ... Reactants: ClC1=NC=NC2=CC(=C(C=C12)OC)OCCN(CC#C)C (4-chloro-6-methoxy-7-[2-(N-methyl-N-prop-2-yn-1-ylamino)ethoxy]quinazoline), OC=1C=C2C=CNC2=NC1 (5-hydroxy-7-azaindole). The product is N1C=CC2=CC(=CN=C12)OC1=NC=NC2=CC(=C(C=C12)OC)OCCN(CC#C)C (4-(7-azaindol-5-yloxy)-6-methoxy-7-[2-(N-methyl-N-prop-2-yn-1-ylamino)ethoxy]quinazoline). Isolated yield 47.3%. Reaction SMILES: Cl[C:2]1[C:11]2[C:6](=[CH:7][C:8]([O:14][CH2:15][CH2:16][N:17]([CH3:21])[CH2:18][C:19]#[CH:20])=[C:9]([O:12][CH3:13])[CH:10]=2)[N:5]=[CH:4][N:3]=1.[OH:22][C:23]1[CH:24]=[C:25]2[C:29](=[N:30][CH:31]=1)[NH:28][CH:27]=[CH:26]2>>[NH:28]1[C:29]2[C:25](=[CH:24][C:23]([O:22][C:2]3[C:11]4[C:6](=[CH:7][C:8]([O:14][CH2:15][CH2:16][N:17]([CH3:21])[CH2:18][C:19]#[CH:20])=[C:9]([O:12][CH3:13])[CH:10]=4)[N:5]=[CH:4][N:3]=3)=[CH:31][N:30]=2)[CH:26]=[CH:27]1. Procedure details: Using an analogous procedure to that described for the preparation of Example 5, 4-chloro-6-methoxy-7-[2-(N-methyl-N-prop-2-yn-1-ylamino)ethoxy]quinazoline (0.25 g, 0.817 mmol) was reacted with 5-hydroxy-7-azaindole (0.12 g, 0.899 mmol), (prepared as described for the starting material in Example 2), to give 4-(7-azaindol-5-yloxy)-6-methoxy-7-[2-(N-methyl-N-prop-2-yn-1-ylamino)ethoxy]quinazoline (0.156 g, 47%). The reactants are C(CCCCC(=O)O)(=O)O (adipic acid), OCCCCCC(=O)O (6-hydroxy caproic acid). The reagents and catalysts are CCCCC(CC)C(=O)[O-].CCCCC(CC)C(=O)[O-].[Co+2] (cobalt octoate), [Co] (cobalt). The solvent is C1CCCCC1 (Cyclohexane). Reaction conditions: time 62 day. Product: C1(CCCCC1)O (cyclohexanol), C1(CCCCC1)=O (cyclohexanone). Reaction SMILES: [C:1]([OH:10])(=O)[CH2:2][CH2:3][CH2:4][CH2:5][C:6](O)=O.O[CH2:12][CH2:13][CH2:14][CH2:15][CH2:16][C:17]([OH:19])=O>CCCCC(C([O-])=O)CC.CCCCC(C([O-])=O)CC.[Co+2].[Co].C1CCCCC1>[CH:1]1([OH:10])[CH2:2][CH2:3][CH2:4][CH2:5][CH2:6]1.[C:17]1(=[O:19])[CH2:12][CH2:13][CH2:14][CH2:15][CH2:16]1 |f:2.3.4|. Procedure details: Cyclohexane was oxidized in the liquid phase with air, in the presence of cobalt octoate catalyst at a pressure of about 170 psi. The cobalt content of the stream was about 0.1 ppm. Two of the components of the "other oxidation products" were measured: the stream contained about 0.13 weight % adipic acid and about 0.26 wt percent 6-hydroxy caproic acid. A commercial alkyl phosphate (Emphos PS-400) was injected into the oxidizer tails at 6 ppm concentration. The mixture was extracted with water, ... Reactants: CC(=O)OC(C)=O, CN(C)c1cc(N)ccc1-n1cnc2ncnc-2n1. The product is CC(=O)Nc1ccc(-n2cnc3ncnc-3n2)c(N(C)C)c1. Reaction SMILES: [C:20]([CH3:21])(=[O:22])[O:23][C:24](=[O:25])[CH3:26].[CH3:1][N:2]([c:3]1[c:4](-[n:10]2[n:11][c:12]3[n:18][cH:17][n:16][c:13]-3[n:14][cH:15]2)[cH:5][cH:6][c:7]([NH2:9])[cH:8]1)[CH3:19]>>[CH3:1][N:2]([c:3]1[c:4](-[n:10]2[n:11][c:12]3[n:18][cH:17][n:16][c:13]-3[n:14][cH:15]2)[cH:5][cH:6][c:7]([NH:9][C:20]([CH3:21])=[O:22])[cH:8]1)[CH3:19]. Reactants: CCOC(=O)NN=C(C)c1cc(C(=O)OC)c(NC(C)=O)cc1C(F)(F)F, O=C1CCC(=O)N1Cl, ClC(Cl)(Cl)Cl. Product: CCOC(=O)NN=C(c1cc(C(=O)OC)c(NC(C)=O)cc1C(F)(F)F)C(Cl)Cl. RXN SMILES: [CH3:1][O:2][C:3]([c:4]1[c:5]([NH:23][C:24]([CH3:25])=[O:26])[cH:6][c:7]([C:19]([F:20])([F:21])[F:22])[c:8]([C:10]([CH3:11])=[N:12][NH:13][C:14](=[O:15])[O:16][CH2:17][CH3:18])[cH:9]1)=[O:27].[Cl:28][N:29]1[C:30](=[O:31])[CH2:32][CH2:33][C:34]1=[O:35].[Cl:36][C:37]([Cl:38])([Cl:39])[Cl:40]>>[CH3:1][O:2][C:3]([c:4]1[c:5]([NH:23][C:24]([CH3:25])=[O:26])[cH:6][c:7]([C:19]([F:20])([F:21])[F:22])[c:8]([C:10](=[N:12][NH:13][C:14](=[O:15])[O:16][CH2:17][CH3:18])[CH:37]([Cl:36])[Cl:40])[cH:9]1)=[O:27]. Reactants: N1(CCCC1)C=1N=C(C2=C(N1)CCNC2)C2=CC=C(C=C2)C (2-pyrrolidin-1-yl-4-p-tolyl-5,6,7,8-tetrahydro-pyrido[4,3-d]pyrimidine), C=O (formaldehyde), [BH-](OC(=O)C)(OC(=O)C)OC(=O)C.[Na+] (NaBH(OAc)3). The solvent is CO (MeOH), [OH-].[Na+] (NaOH). The product is CN1CC2=C(N=C(N=C2C2=CC=C(C=C2)C)N2CCCC2)CC1 (6-Methyl-2-pyrrolidin-1-yl-4-p-tolyl-5,6,7,8-tetrahydro-pyrido[4,3-d]pyrimidine). The yield is 89.2%. Reaction SMILES: [N:1]1([C:6]2[N:7]=[C:8]([C:16]3[CH:21]=[CH:20][C:19]([CH3:22])=[CH:18][CH:17]=3)[C:9]3[CH2:15][NH:14][CH2:13][CH2:12][C:10]=3[N:11]=2)[CH2:5][CH2:4][CH2:3][CH2:2]1.C=O.[BH-](OC(C)=O)(OC(C)=O)O[C:27](C)=O.[Na+]>CO.[OH-].[Na+]>[CH3:27][N:14]1[CH2:13][CH2:12][C:10]2[N:11]=[C:6]([N:1]3[CH2:2][CH2:3][CH2:4][CH2:5]3)[N:7]=[C:8]([C:16]3[CH:17]=[CH:18][C:19]([CH3:22])=[CH:20][CH:21]=3)[C:9]=2[CH2:15]1 |f:2.3,5.6|. Procedure: To a solution of 2-pyrrolidin-1-yl-4-p-tolyl-5,6,7,8-tetrahydro-pyrido[4,3-d]pyrimidine (0.034 g, 0.12 mmol) in MeOH (2 mL) was added formaldehyde (37% in water; 0.10 mL) and NaBH(OAc)3 (0.030 g, 0.14 mmol). After the reaction was judged complete, the mixture was diluted with 1 N NaOH and extracted with CH2Cl2 (3×). The combined organic layers were dried and concentrated. The resulting residue was purified by FCC (2 M NH3 in MeOH/CH2Cl2) to give 0.033 g (91%) of the title compound. HPLC: Rt=8.2 ... Reactants: CC(OCC)=O (EA), CO (MeOH), C(C)(C)(C)OC(=O)NCCCC[C@@H](C(=O)N(CC1=CC=CC2=CC=CC=C12)[C@H](C(OCC)OCC)C)NCC1C2=CC=CC=C2C=2C=CC=CC12 (6-tert-butoxycarbonylamino-2-(S)-(9H-fluoren-9-yl)methylamino-N—((S)-1,1-diethoxypropan-2-yl)-N-(naphthalen-1-ylmethyl)hexanamide), N1CCCCC1 (piperidine). Run in C(Cl)Cl (DCM), C(Cl)Cl (DCM), C(Cl)Cl (DCM). Run at time 1.5 hour. Yields the product N[C@@H](CCCCNC(OC(C)(C)C)=O)C(=O)N(CC1=CC=CC2=CC=CC=C12)[C@H](C(OCC)OCC)C (tert-butyl (S)-5-amino-6-(((S)-1,1-diethoxypropan-2-yl)(naphthalen-1-ylmethyl)amino)-6-oxohexylcarbamate). The yield is 79.7%. Reaction SMILES: [C:1]([O:5][C:6]([NH:8][CH2:9][CH2:10][CH2:11][CH2:12][C@H:13]([NH:37]CC1C2C=CC=CC=2C2C1=CC=CC=2)[C:14]([N:16]([C@@H:28]([CH3:36])[CH:29]([O:33][CH2:34][CH3:35])[O:30][CH2:31][CH3:32])[CH2:17][C:18]1[C:27]2[C:22](=[CH:23][CH:24]=[CH:25][CH:26]=2)[CH:21]=[CH:20][CH:19]=1)=[O:15])=[O:7])([CH3:4])([CH3:3])[CH3:2].N1CCCCC1.CC(=O)OCC.CO>C(Cl)Cl>[NH2:37][C@H:13]([C:14]([N:16]([C@@H:28]([CH3:36])[CH:29]([O:30][CH2:31][CH3:32])[O:33][CH2:34][CH3:35])[CH2:17][C:18]1[C:27]2[C:22](=[CH:23][CH:24]=[CH:25][CH:26]=2)[CH:21]=[CH:20][CH:19]=1)=[O:15])[CH2:12][CH2:11][CH2:10][CH2:9][NH:8][C:6](=[O:7])[O:5][C:1]([CH3:2])([CH3:4])[CH3:3]. Procedure details: 6-tert-butoxycarbonylamino-2-(S)-(9H-fluoren-9-yl)methylamino-N—((S)-1,1-diethoxypropan-2-yl)-N-(naphthalen-1-ylmethyl)hexanamide (Compound III-13) 19.9 g (27 mmol) and piperidine 22.7 g (270 mmol) were added in DCM (90 ml). The mixture was stirred for 1.5 h at room temperature. The mixture was diluted with DCM (200 ml) and washed with water (150 ml×3). The solution was concentrated in vacuo. The residue was purified by column chromatography on silica gel with PE:EA=50:1 to DCM:MeOH=10:1 to give...